From a dataset of the Open Reaction Database (ORD), a public repository of structured organic reaction records. describe an organic reaction: reactants, conditions, products, and yield The reactants are C(C1=CC=CC=C1)Br (benzyl bromide), C(CCC)[Li] (butyllithium), C1(=CC=CC=C1)C(=NCP(OCC)(=O)CN=C(C1=CC=CC=C1)C1=CC=CC=C1)C1=CC=CC=C1 (Ethyl bis(N-diphenylmethyleneaminomethyl)phosphinate), CCCCCC (hexane). The solvent is CCOCC (ether), C1CCOC1 (THF). Reaction conditions: temperature -70 celsius, time 70 hour. Product: C1(=CC=CC=C1)C(=NC(CC1=CC=CC=C1)P(OCC)(=O)C(CC1=CC=CC=C1)N=C(C1=CC=CC=C1)C1=CC=CC=C1)C1=CC=CC=C1 (Ethyl bis(N-diphenylmethylene-1-amino-2-phenylethyl)phosphinate). Isolated yield 95.0%. RXN SMILES: [CH2:1]([Li])[CH2:2][CH2:3][CH3:4].[C:6]1([C:12]([C:35]2[CH:40]=[CH:39][CH:38]=[CH:37][CH:36]=2)=[N:13][CH2:14][P:15]([CH2:20][N:21]=[C:22]([C:29]2[CH:34]=[CH:33][CH:32]=[CH:31][CH:30]=2)[C:23]2[CH:28]=[CH:27][CH:26]=[CH:25][CH:24]=2)(=[O:19])[O:16][CH2:17][CH3:18])[CH:11]=[CH:10][CH:9]=[CH:8][CH:7]=1.[CH2:41](Br)[C:42]1[CH:47]=[CH:46][CH:45]=[CH:44][CH:43]=1.[CH3:49][CH2:50][CH2:51]CCC>C1COCC1.CCOCC>[C:29]1([C:22]([C:23]2[CH:24]=[CH:25][CH:26]=[CH:27][CH:28]=2)=[N:21][CH:20]([P:15]([CH:14]([N:13]=[C:12]([C:6]2[CH:7]=[CH:8][CH:9]=[CH:10][CH:11]=2)[C:35]2[CH:36]=[CH:37][CH:38]=[CH:39][CH:40]=2)[CH2:41][C:42]2[CH:47]=[CH:46][CH:45]=[CH:44][CH:43]=2)(=[O:19])[O:16][CH2:17][CH3:18])[CH2:4][C:3]2[CH:51]=[CH:50][CH:49]=[CH:1][CH:2]=2)[CH:30]=[CH:31][CH:32]=[CH:33][CH:34]=1. Reported procedure: A 1.53 N butyllithium solution (3.0 ml; 4.59 mmol) in hexane is added dropwise to a stirred solution of ethyl phosphinate 3 (1000 mg; 2.08 mmol) in THF (35 ml) at -78° C. under an atmosphere of argon. After 10 minutes benzyl bromide (1.00 ml; 8.42 mmol) is added dropwise to the deep-red reaction solution. After 70 hours stirring at -70° C. the reaction solution is diluted with ether and extracted with saturated aqueous ammonium chloride solution. The organic phase is dried over Na2SO4 and evapor...